From a dataset of the Open Reaction Database (ORD), a public repository of structured organic reaction records. describe an organic reaction: reactants, conditions, products, and yield Procedure: The title compound was prepared in a manner analogous to Example 15 utilizing Intermediate 29 and 2-(4H-[1,2,4]triazol-3-yl)-benzoic acid. MS (ESI) mass calcd. for C24H23N7O, 425.49; m/z found, 426.3 [M+H]+. 1H NMR (CDCl3): 8.13 (d, J=7.3 Hz, 1H), 8.01 (s, 1H), 7.83 (dd, J=8.2, 1.1 Hz, 1H), 7.72 (dd, J=8.3, 1.0 Hz, 1H), 7.59-7.35 (m, 5H), 4.00-3.65 (m, 5H), 3.47 (s, 2H), 3.22-2.89 (m, 3H), 2.70 (s, 3H). Product: CC1=NC2=CC=CC=C2N=C1N1CC2CN(CC2C1)C(=O)C1=C(C=CC=C1)C1=NN=CN1 (2-Methyl-3-[5-{[2-(4H-1,2,4-triazol-3-yl)phenyl]carbonyl}hexahydropyrrolo[3,4-c]pyrrol-2(1H)-yl]quinoxaline). Starting materials: C1N(CC2C1CNC2)C2=NC1=CC=CC=C1N=C2C (2-(Hexahydro-pyrrolo[3,4-c]pyrrol-2-yl)-3-methyl-quinoxaline), N=1N=C(NC1)C1=C(C(=O)O)C=CC=C1 (2-(4H-[1,2,4]triazol-3-yl)-benzoic acid). Reaction SMILES: [CH2:1]1[CH:5]2[CH2:6][NH:7][CH2:8][CH:4]2[CH2:3][N:2]1[C:9]1[C:18]([CH3:19])=[N:17][C:16]2[C:11](=[CH:12][CH:13]=[CH:14][CH:15]=2)[N:10]=1.[N:20]1[N:21]=[C:22]([C:25]2[CH:33]=[CH:32][CH:31]=[CH:30][C:26]=2[C:27](O)=[O:28])[NH:23][CH:24]=1>>[CH3:19][C:18]1[C:9]([N:2]2[CH2:3][CH:4]3[CH:5]([CH2:6][N:7]([C:27]([C:26]4[CH:30]=[CH:31][CH:32]=[CH:33][C:25]=4[C:22]4[NH:23][CH:24]=[N:20][N:21]=4)=[O:28])[CH2:8]3)[CH2:1]2)=[N:10][C:11]2[C:16](=[CH:15][CH:14]=[CH:13][CH:12]=2)[N:17]=1. Reactants: [OH-].[Na+] (sodium hydroxide), CC1=NC=C(N=C1)C (2,5-dimethylpyrazine), Cl.CNC (dimethylamine hydrochloride), C=O (formaldehyde). Run in O (water). Reaction conditions: temperature 140 celsius. Yields the product CN(CCC1=NC=C(N=C1)C)C (2-(β-dimethylaminoethyl)-5-methylpyrazine). Yield: 34.6%. As a reaction SMILES: [CH3:1][C:2]1[CH:7]=[N:6][C:5]([CH3:8])=[CH:4][N:3]=1.Cl.[CH3:10][NH:11][CH3:12].[CH2:13]=O.[OH-].[Na+]>O>[CH3:10][N:11]([CH3:13])[CH2:12][CH2:1][C:2]1[CH:7]=[N:6][C:5]([CH3:8])=[CH:4][N:3]=1 |f:1.2,4.5|. Procedure details: A mixture of 75.0 g (0.7 mole) of 2,5-dimethylpyrazine and 41.0 g (0.5 mole) of dimethylamine hydrochloride was heated at 140° C. 60.0 g (38% aqueous solution) (0.75 mole) of formaldehyde was added over a period of two hours. After two hours additional heating the mixture was cooled. It was diluted with 110 ml of water, made basic with 10% sodium hydroxide and extracted with chloroform. The solvent was removed and the residue distilled to give 28.6 g of 2-(β-dimethylaminoethyl)-5-methylpyrazine,... Starting materials: O=C([O-])[O-], FC(F)(F)c1ccnc(Cl)n1, [Cs+], [Cs+], Nc1cc(-c2cnc(C(O)(C3CC3)C3CC3)s2)cc(N2CCOCC2)c1, CC(=O)[O-], CC(=O)[O-], C1COCCO1, O, [Pd+2]. The product is OC(c1ncc(-c2cc(Nc3nccc(C(F)(F)F)n3)cc(N3CCOCC3)c2)s1)(C1CC1)C1CC1. RXN SMILES: [C:38](=[O:39])([O-:40])[O-:41].[Cl:1][c:2]1[n:3][cH:4][cH:5][c:6]([C:8]([F:9])([F:10])[F:11])[n:7]1.[Cs+:42].[Cs+:43].[NH2:12][c:13]1[cH:14][c:15](-[c:25]2[cH:26][n:27][c:28]([C:30]([OH:31])([CH:32]3[CH2:33][CH2:34]3)[CH:35]3[CH2:36][CH2:37]3)[s:29]2)[cH:16][c:17]([N:19]2[CH2:20][CH2:21][O:22][CH2:23][CH2:24]2)[cH:18]1.[O-:52][C:53]([CH3:54])=[O:55].[O-:56][C:57]([CH3:58])=[O:59].[O:45]1[CH2:46][CH2:47][O:48][CH2:49][CH2:50]1.[OH2:44].[Pd+2:51]>>[c:2]1([NH:12][c:13]2[cH:14][c:15](-[c:25]3[cH:26][n:27][c:28]([C:30]([OH:31])([CH:32]4[CH2:33][CH2:34]4)[CH:35]4[CH2:36][CH2:37]4)[s:29]3)[cH:16][c:17]([N:19]3[CH2:20][CH2:21][O:22][CH2:23][CH2:24]3)[cH:18]2)[n:3][cH:4][cH:5][c:6]([C:8]([F:9])([F:10])[F:11])[n:7]1. The solvent is O (water). Starting materials: C1CCCCC1 (cyclohexane), C1CCCCC1 (cyclohexane), ON1C(C=2C(C1=O)=CC=CC2)=O (N-hydroxyphthalimide), stainless steel, O=O (oxygen). Reported procedure: In a 350-ml autoclave made of stainless steel SUS 316 and equipped with a stirrer were placed 80 g (0.95 mol) of cyclohexane, 100 mg of N-hydroxyphthalimide, and 1.9 g of water (these formed a slurry at room temperature (25° C.)). The autoclave was hermetically sealed, pressurized to 3 MPa (gauge pressure) with a gaseous mixture of 50 percent by volume oxygen and 50 percent by volume nitrogen, and the mixture therein was stirred at 150° C. for 1 hour. As a result, 5.9 mmol of cyclohexane reacted... As a reaction SMILES: [CH2:1]1[CH2:6][CH2:5][CH2:4][CH2:3][CH2:2]1.[OH:7]N1C(=O)[C:11]2=[CH:14][CH:15]=[CH:16][CH:17]=[C:10]2C1=O.[O:19]=[O:20]>O>[C:1]1(=[O:7])[CH2:6][CH2:5][CH2:4][CH2:3][CH2:2]1.[CH:10]1([OH:19])[CH2:11][CH2:14][CH2:15][CH2:16][CH2:17]1.[CH:1]1([O:19][OH:20])[CH2:6][CH2:5][CH2:4][CH2:3][CH2:2]1. Yields the product C1(CCCCC1)=O (cyclohexanone), C1(CCCCC1)O (cyclohexanol), C1(CCCCC1)OO (cyclohexyl hydroperoxide). Conditions: temperature 150 celsius, time 1 hour.